This data is from the Open Reaction Database (ORD), a public repository of structured organic reaction records. The task is: describe an organic reaction: reactants, conditions, products, and yield Reactants: C(C)(=O)OC1=C(C(C=CC2=CC=C(C=C2)OCOC)=O)C(=CC(=C1CC=C(C)C)OCOC)OCOC (2'-acetoxy-4,4',6'-tris(methoxymethoxy)-3'-(3-methyl-2-butenyl)chalcone), Cl.CO (hydrochloric acid methanol), C(O)([O-])=O.[Na+] (sodium hydrogencarbonate). Yields the product C(C)(=O)OC1=C(C(C=CC2=CC=C(C=C2)O)=O)C(=CC(=C1CC=C(C)C)O)O (2'-acetoxy-4,4',6'-trihydroxy-3'-(3-methyl-2-butenyl)chalcone). Yield: 54.4%. RXN SMILES: [C:1]([O:4][C:5]1[C:24]([CH2:25][CH:26]=[C:27]([CH3:29])[CH3:28])=[C:23]([O:30]COC)[CH:22]=[C:21]([O:34]COC)[C:6]=1[C:7](=[O:20])[CH:8]=[CH:9][C:10]1[CH:15]=[CH:14][C:13]([O:16]COC)=[CH:12][CH:11]=1)(=[O:3])[CH3:2].Cl.CO.C(=O)([O-])O.[Na+]>>[C:1]([O:4][C:5]1[C:24]([CH2:25][CH:26]=[C:27]([CH3:28])[CH3:29])=[C:23]([OH:30])[CH:22]=[C:21]([OH:34])[C:6]=1[C:7](=[O:20])[CH:8]=[CH:9][C:10]1[CH:11]=[CH:12][C:13]([OH:16])=[CH:14][CH:15]=1)(=[O:3])[CH3:2] |f:1.2,3.4|. Reported procedure: Then, a liquid mixture of 4.95 g of 2'-acetoxy-4,4',6'-tris(methoxymethoxy)-3'-(3-methyl-2-butenyl)chalcone and 8 ml of a hydrochloric acid/methanol reagent was heated and refluxed for 10 minutes, and the temperature of the reaction mixture was lowered to room temperature and the reaction mixture was neutralized with an aqueous solution of sodium hydrogencarbonate and extracted with 1 l of ethyl acetate. The ethyl layer was washed with water, shaken with a saturated aqueous solution of sodium ch... Reactants: COC(CC(=O)NC1=CC(=C(C(=C1)C)OC1=CC(=C(C=C1)O)C(C1=CC=C(C=C1)F)=O)C)=O (N-{4-[3-(4-fluoro-benzoyl)-4-hydroxy-phenoxy]-3,5-dimethyl-phenyl}-malonamic acid methyl ester). Reagents/catalysts: [Ni] (nickel). The solvent is CCO.CCOC(=O)C (EtOH EtOAc). Run at time 1 hour. Yields the product FC1=CC=C(C=C1)C(C=1C=C(OC2=C(C=C(C=C2C)NC(CC(=O)O)=O)C)C=CC1O)O (N-(4-{3-[(4-Fluoro-phenyl)-hydroxy-methyl]-4-hydroxy-phenoxy}-3,5-dimethyl-phenyl)-malonamic acid). Isolated yield 73.8%. Reaction SMILES: C[O:2][C:3](=[O:33])[CH2:4][C:5]([NH:7][C:8]1[CH:13]=[C:12]([CH3:14])[C:11]([O:15][C:16]2[CH:21]=[CH:20][C:19]([OH:22])=[C:18]([C:23](=[O:31])[C:24]3[CH:29]=[CH:28][C:27]([F:30])=[CH:26][CH:25]=3)[CH:17]=2)=[C:10]([CH3:32])[CH:9]=1)=[O:6]>CCO.CCOC(C)=O.[Ni]>[F:30][C:27]1[CH:28]=[CH:29][C:24]([CH:23]([OH:31])[C:18]2[CH:17]=[C:16]([CH:21]=[CH:20][C:19]=2[OH:22])[O:15][C:11]2[C:12]([CH3:14])=[CH:13][C:8]([NH:7][C:5](=[O:6])[CH2:4][C:3]([OH:33])=[O:2])=[CH:9][C:10]=2[CH3:32])=[CH:25][CH:26]=1 |f:1.2|. Procedure: To a solution of N-{4-[3-(4-fluoro-benzoyl)-4-hydroxy-phenoxy]-3,5-dimethyl-phenyl}-malonamic acid methyl ester (222 mg, 0.49 mmol) in a mixture of EtOH/EtOAc (4:1, 25 mL) was added nickel catalyst (2 mL, water and methanol washed). The mixture was hydrogenated under 50 psi at room temperature for 1 h. The catalyst was filtered off and the filtrate was concentrated. The residue was purified by preparative TLC to give the title compound of Step A (159 mg) as a white solid. MS (APCl−) Calc.: 453.2... The reactants are [N+](=O)([O-])C1=C2C=C(NC2=CC=C1)C(=O)OCC (Ethyl 4-nitroindole-2-carboxylate). The reagents and catalysts are [Pd] (palladium on carbon). The solvent is C(C)O (ethanol). The product is NC1=C2C=C(NC2=CC=C1)C(=O)OCC (Ethyl 4-aminoindole-2-carboxylate). Yield: 69.8%. RXN SMILES: [N+:1]([C:4]1[CH:12]=[CH:11][CH:10]=[C:9]2[C:5]=1[CH:6]=[C:7]([C:13]([O:15][CH2:16][CH3:17])=[O:14])[NH:8]2)([O-])=O>[Pd].C(O)C>[NH2:1][C:4]1[CH:12]=[CH:11][CH:10]=[C:9]2[C:5]=1[CH:6]=[C:7]([C:13]([O:15][CH2:16][CH3:17])=[O:14])[NH:8]2. Procedure details: Ethyl 4-nitroindole-2-carboxylate (2.3 g) and 10% palladium on carbon (0.5 g) in ethanol (400 ml) were stirred under a hydrogen atmosphere for 3 hours. The reaction was then filtered through Celite and concentrated to give the end product as a pale brown solid (1.4 g, 70%); NMR δ (CD3SOCD3) 1.3 (t, 3H), 4.3 (q, 2H), 5.4 (s, 2H), 6.1 (d, 1H), 6.6 (d, 1H), 6.9 (dd, 1H), 7.3 (s, 11H), 11.4 (bs, 1H); M/z (+) 205 (MH+). Reactants: O=C(Br)CBr, CCN(C(C)C)C(C)C, Nc1cc(Cl)nc(-c2ccccc2)n1, ClCCl. Product: O=C(CBr)Nc1cc(Cl)nc(-c2ccccc2)n1. Reaction SMILES: [Br:15][CH2:16][C:17](=[O:18])[Br:19].[CH:20]([N:21]([CH2:22][CH3:23])[CH:24]([CH3:25])[CH3:26])([CH3:27])[CH3:28].[Cl:1][c:2]1[cH:3][c:4]([NH2:14])[n:5][c:6](-[c:8]2[cH:9][cH:10][cH:11][cH:12][cH:13]2)[n:7]1.[Cl:29][CH2:30][Cl:31]>>[Cl:1][c:2]1[cH:3][c:4]([NH:14][C:17]([CH2:16][Br:15])=[O:18])[n:5][c:6](-[c:8]2[cH:9][cH:10][cH:11][cH:12][cH:13]2)[n:7]1. Reactants: CC1=C(C(NC(N1C1=CC(=CC=C1)C(F)(F)F)=O)C1=CC=C(C#N)C=C1)C(=O)C=1C=NC=CC1 (4-{6-Methyl-2-oxo-5-(pyridin-3-ylcarbonyl)-1-[3-(trifluoromethyl)phenyl]-1,2,3,4-tetrahydropyrimidin-4-yl}benzonitrile), C([O-])([O-])=O.[K+].[K+] (potassium carbonate), ClCC1=CC=C(O1)C(=O)OC (methyl 5-(chloromethyl)-2-furoate). Solvent: CO (methanol), CN(C=O)C (dimethylformamide). Reaction conditions: time 72 hour. Product: C(#N)C1=CC=C(C=C1)C1C(=C(N(C(N1CC1=CC=C(O1)C(=O)OC)=O)C1=CC(=CC=C1)C(F)(F)F)C)C(=O)C=1C=NC=CC1 (Methyl 5-{[6-(4-cyanophenyl)-4-methyl-2-oxo-5-(pyridin-3-ylcarbonyl)-3-[3-(trifluoromethyl)phenyl]-3,6-dihydropyrimidin-1(2H)-yl]methyl}-2-furoate). Reaction SMILES: [CH3:1][C:2]1[N:7]([C:8]2[CH:13]=[CH:12][CH:11]=[C:10]([C:14]([F:17])([F:16])[F:15])[CH:9]=2)[C:6](=[O:18])[NH:5][CH:4]([C:19]2[CH:26]=[CH:25][C:22]([C:23]#[N:24])=[CH:21][CH:20]=2)[C:3]=1[C:27]([C:29]1[CH:30]=[N:31][CH:32]=[CH:33][CH:34]=1)=[O:28].C(=O)([O-])[O-].[K+].[K+].Cl[CH2:42][C:43]1[O:47][C:46]([C:48]([O:50][CH3:51])=[O:49])=[CH:45][CH:44]=1>CN(C)C=O.CO>[C:23]([C:22]1[CH:25]=[CH:26][C:19]([CH:4]2[N:5]([CH2:42][C:43]3[O:47][C:46]([C:48]([O:50][CH3:51])=[O:49])=[CH:45][CH:44]=3)[C:6](=[O:18])[N:7]([C:8]3[CH:13]=[CH:12][CH:11]=[C:10]([C:14]([F:15])([F:17])[F:16])[CH:9]=3)[C:2]([CH3:1])=[C:3]2[C:27]([C:29]2[CH:30]=[N:31][CH:32]=[CH:33][CH:34]=2)=[O:28])=[CH:20][CH:21]=1)#[N:24] |f:1.2.3|. Procedure details: To a stirred suspension of (4-{6-methyl-2-oxo-5-(pyridin-3-ylcarbonyl)-1-[3-(trifluoromethyl)phenyl]-1,2,3,4-tetrahydropyrimidin-4-yl}benzonitrile (Example 21A) (100 mg, 0.22 mmol) and potassium carbonate (60 mg, 0.43 mmol) in dimethylformamide (3 ml) is added methyl 5-(chloromethyl)-2-furoate (57 mg, 0.32 mmol). The suspension is stirred at room temperature for 72 hours. The mixture is diluted with methanol (5 ml) and purified directly by preparative HPLC (RP18 column; eluent: acetonitrile/wate... Yields the product OC(C[C@@H]1C[C@@](OC1)(C)[C@H]1CC[C@H]2C(CCC[C@]12C)=O)(C)C ((1S,3aR,7aR)-octahydro-1-((2S,4R)-tetrahydro-4-(2-hydroxy-2-methylpropyl)-2-methylfuran-2-yl)-7a-methylinden-4-one). Reactants: OC(C[C@@H]1C[C@@](OC1)(C)[C@H]1CC[C@H]2[C@H](CCC[C@]12C)O)(C)C ((1S,3aR,4S,7aS)-octahydro-1-((2S,4R)-tetrahydro-4-(2-hydroxy-2-methylpropyl)-2-methylfuran-2-yl)-7a-methyl-1H-inden-4-ol), C1=CC=[NH+]C=C1.C1=CC=[NH+]C=C1.[O-][Cr](=O)(=O)O[Cr](=O)(=O)[O-] (PDC). Run at time 20 hour. Run in C(Cl)Cl (CH2Cl2). As a reaction SMILES: [OH:1][C:2]([CH3:22])([CH3:21])[CH2:3][C@H:4]1[CH2:8][O:7][C@@:6]([C@@H:10]2[C@:18]3([CH3:19])[C@H:13]([C@@H:14]([OH:20])[CH2:15][CH2:16][CH2:17]3)[CH2:12][CH2:11]2)([CH3:9])[CH2:5]1.C1C=C[NH+]=CC=1.C1C=C[NH+]=CC=1.[O-][Cr](O[Cr]([O-])(=O)=O)(=O)=O>C(Cl)Cl>[OH:1][C:2]([CH3:22])([CH3:21])[CH2:3][C@H:4]1[CH2:8][O:7][C@@:6]([C@@H:10]2[C@:18]3([CH3:19])[C@H:13]([C:14](=[O:20])[CH2:15][CH2:16][CH2:17]3)[CH2:12][CH2:11]2)([CH3:9])[CH2:5]1 |f:1.2.3|. Isolated yield 91.2%. Procedure details: A solution of 14a (100 mg, 0.32 mmol) in dry CH2Cl2 (10 mL) was treated with PDC (pyridinium dichromate, 0.5 g, 1.3 mmol). The mixture was stirred at room temperature for 20 h, the mixture was filtered and concentrated in vacuum. The residue was purified by flash chromatography (SiO2, 3×5.5 cm, 20% EtOAc-hexanes) to give 1R (90 mg, 91%, white solid, mp: 82° C.). The reactants are [Al+3], COc1ccc(CC(=O)Cl)cc1OC, CCO, COc1ccccc1OC, [Cl-], [Cl-], [Cl-], Cl. Yields the product COc1ccc(CC(=O)c2ccc(OC)c(OC)c2)cc1OC. As a reaction SMILES: [Al+3:2].[CH3:15][O:16][c:17]1[cH:18][c:19]([CH2:25][C:26](=[O:27])[Cl:28])[cH:20][cH:21][c:22]1[O:23][CH3:24].[CH3:30][CH2:31][OH:32].[CH3:5][O:6][c:7]1[cH:8][cH:9][cH:10][cH:11][c:12]1[O:13][CH3:14].[Cl-:1].[Cl-:3].[Cl-:4].[ClH:29]>>[CH3:5][O:6][c:7]1[cH:8][c:9]([C:26]([CH2:25][c:19]2[cH:18][c:17]([O:16][CH3:15])[c:22]([O:23][CH3:24])[cH:21][cH:20]2)=[O:27])[cH:10][cH:11][c:12]1[O:13][CH3:14]. The reactants are ClC1=CC=C(C=C1)C=CC#N (3-(4-chlorophenyl)-2-propenenitrile), CO (methanol), [H-].[Na+] (sodiumhydride), C1(=CC=CC=C1)S(=O)(=O)CC1=NNC(=N1)C=1OC=CC1 (3-benzenesulfonylmethyl-5-furan-2-yl-1H-[1,2,4]triazole). The solvent is O1CCCC1 (tetrahydrofuran), O1CCCC1 (tetrahydrofuran). Conditions: time 30 minute. Product: ClC1=CC=C(C=C1)C1=CC=2N(C(=C1)N)N=C(N2)C=2OC=CC2 (7-(4-chloro-phenyl)-2-furan-2-yl-[1,2,4]triazolo[1,5-a]pyridin-5-ylamine). Yield: 36.7%. Reaction SMILES: [H-].[Na+].C1(S([CH2:12][C:13]2[N:17]=[C:16]([C:18]3[O:19][CH:20]=[CH:21][CH:22]=3)[NH:15][N:14]=2)(=O)=O)C=CC=CC=1.[Cl:23][C:24]1[CH:29]=[CH:28][C:27]([CH:30]=[CH:31][C:32]#[N:33])=[CH:26][CH:25]=1.CO>O1CCCC1>[Cl:23][C:24]1[CH:25]=[CH:26][C:27]([C:30]2[CH:31]=[C:32]([NH2:33])[N:14]3[N:15]=[C:16]([C:18]4[O:19][CH:20]=[CH:21][CH:22]=4)[N:17]=[C:13]3[CH:12]=2)=[CH:28][CH:29]=1 |f:0.1|. Reported procedure: 0.7 g (0.015 mol) sodiumhydride (55%) were added to a solution of 1.50 g (0.005 mol) 3-benzenesulfonylmethyl-5-furan-2-yl-1H-[1,2,4]triazole in 50 ml tetrahydrofuran. The mixture was refluxed and 0.85 g (0.005 mol) 3-(4-chlorophenyl)-2-propenenitrile in 30 ml tetrahydrofuran were added during, aperiod of 5.5 hours. Boiling was continued for 30 minutes and then 20 ml methanol were added at room temperature. Evaporation of the solvent and chromatography on silicagel with dichloromethane/methanol 9... Reactants: NC=1N=C2N(C=C(C=C2)C(N(OC)C)=O)C1C1=CC=CC=C1 (2-amino-3-phenyl-6-(N-methyl-N-methoxycarbamoyl)imidazo[1,2-a]pyridine), BrC1=CC(=CC=C1)F (1-bromo-3-fluorobenzene). Product: NC=1N=C2N(C=C(C=C2)C(C2=CC(=CC=C2)F)=O)C1C1=CC=CC=C1 (2-Amino-3-phenyl-6-(3-fluorobenzoyl)-imidazo[1,2-a]pyridine). RXN SMILES: [NH2:1][C:2]1[N:3]=[C:4]2[CH:9]=[CH:8][C:7]([C:10](=[O:15])N(C)OC)=[CH:6][N:5]2[C:16]=1[C:17]1[CH:22]=[CH:21][CH:20]=[CH:19][CH:18]=1.Br[C:24]1[CH:29]=[CH:28][CH:27]=[C:26]([F:30])[CH:25]=1>>[NH2:1][C:2]1[N:3]=[C:4]2[CH:9]=[CH:8][C:7]([C:10](=[O:15])[C:24]3[CH:29]=[CH:28][CH:27]=[C:26]([F:30])[CH:25]=3)=[CH:6][N:5]2[C:16]=1[C:17]1[CH:18]=[CH:19][CH:20]=[CH:21][CH:22]=1. Procedure: The 2-amino-3-phenyl-6-(N-methyl-N-methoxycarbamoyl)imidazo[1,2-a]pyridine (148 mg, 0.500 mmol) and 1-bromo-3-fluorobenzene were converted to product in a manner substantially analogous to Example 141 to give 37 mg. (37%). MS(FAB+) m/z 332.2 (M++1, 86.6), NMR (200 MHz, CDCl3) d 4.22 (bs, 2H, NH), 7.21-7.55 (m, 11H, ArH+H7+H8), 8.69 (d, J57=1.1, H5).